Dataset: the Open Reaction Database (ORD), a public repository of structured organic reaction records. Task: describe an organic reaction: reactants, conditions, products, and yield Starting materials: Cl(=O)[O-].[Na+] (sodium chlorite), Cl (hydrochloric acid), P(=O)(O)(O)[O-].[Na+] (sodium dihydrogen phosphate), OO (hydrogen peroxide), ClC=1C(=NN(C1OC(F)F)C)C1=CC(=C(C=C1)Cl)C=O (4-chloro-3-(4-chloro-3-formylphenyl)-5-difluoromethoxy-1-methyl-1H-pyrazole). Solvent: O (water), O (water), C(C)#N (acetonitrile). Run at time 1 hour. Yields the product C(=O)(O)C=1C=C(C=CC1Cl)C1=NN(C(=C1Cl)OC(F)F)C (3-(3-Carboxy-4-chlorophenyl)-4-chloro-5-difluoromethoxy-1-methyl-1H-pyrazole). As a reaction SMILES: P([O-])(O)(O)=O.[Na+].OO.[Cl:9][C:10]1[C:11]([C:20]2[CH:25]=[CH:24][C:23]([Cl:26])=[C:22]([CH:27]=[O:28])[CH:21]=2)=[N:12][N:13]([CH3:19])[C:14]=1[O:15][CH:16]([F:18])[F:17].Cl([O-])=[O:30].[Na+].Cl>O.C(#N)C>[C:27]([C:22]1[CH:21]=[C:20]([C:11]2[C:10]([Cl:9])=[C:14]([O:15][CH:16]([F:18])[F:17])[N:13]([CH3:19])[N:12]=2)[CH:25]=[CH:24][C:23]=1[Cl:26])([OH:30])=[O:28] |f:0.1,4.5|. Reported procedure: A solution of 4 g (34 mmol) of sodium dihydrogen phosphate in 40 ml of water and then 12.5 ml of 35% hydrogen peroxide solution were added at 10-15° C. to a solution of 40 g (125 mmol) of 4-chloro-3-(4-chloro-3-formylphenyl)-5-difluoromethoxy-1-methyl-1H-pyrazole in 125 ml of acetonitrile. A solution of 18.1 g (200 mmol) of sodium chlorite in 158 ml of water was then added dropwise at 10° C. to the mixture. After stirring for one hour the mixture was acidified to pH 1 with 3N hydrochloric acid. ...